This data is from the Open Reaction Database (ORD), a public repository of structured organic reaction records. The task is: describe an organic reaction: reactants, conditions, products, and yield The reactants are [N+](=O)([O-])C=1C=C(C=CC1)C(=C/C=C/C(=O)O)C1=CC(=CC=C1)[N+](=O)[O-] ((E)-5,5-bis(3-nitrophenyl)-2,4-pentadienoic acid), [N+](=O)([O-])C1=CC=C(C=C1)O (4-nitrophenol), C1(CCCCC1)N=C=NC1CCCCC1 (1,3-dicyclohexylcarbodiimide). The solvent is ClCCl (dichloromethane). Run at time 1 hour. The product is [N+](=O)([O-])C1=CC=C(C=C1)OC(\C=C\C=C(C1=CC(=CC=C1)[N+](=O)[O-])C1=CC(=CC=C1)[N+](=O)[O-])=O ((E)-5,5-bis(3-nitrophenyl)-2.4-pentadienoic acid 4-nitrophenyl ester). The yield is 95.5%. RXN SMILES: [N+:1]([C:4]1[CH:5]=[C:6]([C:10]([C:17]2[CH:22]=[CH:21][CH:20]=[C:19]([N+:23]([O-:25])=[O:24])[CH:18]=2)=[CH:11]/[CH:12]=[CH:13]/[C:14]([OH:16])=[O:15])[CH:7]=[CH:8][CH:9]=1)([O-:3])=[O:2].[N+:26]([C:29]1[CH:34]=[CH:33][C:32](O)=[CH:31][CH:30]=1)([O-:28])=[O:27].C1(N=C=NC2CCCCC2)CCCCC1>ClCCl>[N+:26]([C:29]1[CH:34]=[CH:33][C:32]([O:15][C:14](=[O:16])/[CH:13]=[CH:12]/[CH:11]=[C:10]([C:17]2[CH:22]=[CH:21][CH:20]=[C:19]([N+:23]([O-:25])=[O:24])[CH:18]=2)[C:6]2[CH:7]=[CH:8][CH:9]=[C:4]([N+:1]([O-:3])=[O:2])[CH:5]=2)=[CH:31][CH:30]=1)([O-:28])=[O:27]. Procedure details: As in Example 115, (E)-5,5-bis(3-nitrophenyl)-2,4-pentadienoic acid (0.78 g) and 4-nitrophenol (0.35 g) in dichloromethane (10 mL) was treated with 1,3-dicyclohexylcarbodiimide (0.47 g). The mixture was stirred at 0°-5° C. for 1 hour, then at room temperature for 1 hour. The usual work up furnished 1.01 g of crude (E)-5,5-bis(3-nitrophenyl)-2.4-pentadienoic acid 4-nitrophenyl ester. This intermediate was used without further purification. Reactants: C(Cl)(Cl)Cl (chloroform), C(C)O (ethanol), [H-].[H-].[H-].[H-].[Li+].[Al+3] (LiAlH4), C(C1=CC=CC=C1)C1=C(O[C@H]2[C@H](CC3=CC=CC=C23)N(C(=O)OC(C)(C)C)C)C=CC=C1 (cis-1-(2-benzylphenoxy)-2-(N-methyl-N-tert-butoxycarbonylamino)indane), O1CCCC1 (tetrahydrofuran). Yields the product Cl.C(C1=CC=CC=C1)C1=C(O[C@H]2[C@H](CC3=CC=CC=C23)N(C)C)C=CC=C1 ((±)cis-1-(2-Benzylphenoxy)-2-dimethylaminoindane Hydrochloride), oil. Reaction SMILES: [H-].[H-].[H-].[H-].[Li+].[Al+3].[CH2:7]([C:14]1[CH:38]=[CH:37][CH:36]=[CH:35][C:15]=1[O:16][C@@H:17]1[C:25]2[C:20](=[CH:21][CH:22]=[CH:23][CH:24]=2)[CH2:19][C@@H:18]1[N:26]([CH3:34])[C:27](OC(C)(C)C)=O)[C:8]1[CH:13]=[CH:12][CH:11]=[CH:10][CH:9]=1.O1CCCC1.C(O)C.C(Cl)(Cl)[Cl:48]>>[ClH:48].[CH2:7]([C:14]1[CH:38]=[CH:37][CH:36]=[CH:35][C:15]=1[O:16][C@@H:17]1[C:25]2[C:20](=[CH:21][CH:22]=[CH:23][CH:24]=2)[CH2:19][C@@H:18]1[N:26]([CH3:34])[CH3:27])[C:8]1[CH:9]=[CH:10][CH:11]=[CH:12][CH:13]=1 |f:0.1.2.3.4.5,10.11|. Reported procedure: The title compound was prepared in a similar manner to Example 12 from LiAlH4 (401 mg, 10.6 mmol), cis-1-(2-benzylphenoxy)-2-(N-methyl-N-tert-butoxycarbonylamino)indane (453 mg, 1.06 mmol) and tetrahydrofuran (50 ml). After a reaction time of 3 h the reaction was worked up as previously described and subjected to column chromatography on silica gel eluting with 5% ethanol in chloroform to afford a pale green oil (331 mg) which was converted to the HCl salt and crystallised to afford the title co... Starting materials: O=C(O)c1cncc(Br)c1, CC(C)c1ccc(N)cc1. The product is CC(C)c1ccc(NC(=O)c2cncc(Br)c2)cc1. Reaction SMILES: [Br:1][c:2]1[cH:3][n:4][cH:5][c:6]([C:7](=[O:8])[OH:9])[cH:10]1.[CH:11]([CH3:12])([CH3:13])[c:14]1[cH:15][cH:16][c:17]([NH2:18])[cH:19][cH:20]1>>[Br:1][c:2]1[cH:3][n:4][cH:5][c:6]([C:7](=[O:9])[NH:18][c:17]2[cH:16][cH:15][c:14]([CH:11]([CH3:12])[CH3:13])[cH:20][cH:19]2)[cH:10]1. The reactants are COC1=CC=C(CN)C=C1 (4-methoxybenzylamine), FC1=C(C(=CC=C1)F)[N+](=O)[O-] (2,6-difluoronitrobenzene), NC(CC(=O)O)C1=CC=CC=C1 (3-amino-3-phenylpropionic acid), C([O-])([O-])=O.[K+].[K+] (potassium carbonate). Solvent: CS(=O)C (DMSO). Reaction conditions: temperature 100 celsius, time 3 hour. Yields the product COC1=CC=C(CNC=2C(=C(NC(CC(=O)O)C3=CC=CC=C3)C=CC2)[N+](=O)[O-])C=C1 (3-{3-[(4-Methoxybenzyl)amino]-2-nitroanilino}-3-phenylpropanoic acid), Phase II. Reaction SMILES: F[C:2]1[CH:7]=[CH:6][CH:5]=[C:4](F)[C:3]=1[N+:9]([O-:11])=[O:10].[NH2:12][CH:13]([C:18]1[CH:23]=[CH:22][CH:21]=[CH:20][CH:19]=1)[CH2:14][C:15]([OH:17])=[O:16].C(=O)([O-])[O-].[K+].[K+].[CH3:30][O:31][C:32]1[CH:39]=[CH:38][C:35]([CH2:36][NH2:37])=[CH:34][CH:33]=1>CS(C)=O>[CH3:30][O:31][C:32]1[CH:39]=[CH:38][C:35]([CH2:36][NH:37][C:2]2[C:3]([N+:9]([O-:11])=[O:10])=[C:4]([CH:5]=[CH:6][CH:7]=2)[NH:12][CH:13]([C:18]2[CH:23]=[CH:22][CH:21]=[CH:20][CH:19]=2)[CH2:14][C:15]([OH:17])=[O:16])=[CH:34][CH:33]=1 |f:2.3.4|. Procedure: To a solution of 2,6-difluoronitrobenzene (200 mg, 1.26 mmol) in DMSO (2 mL) was added 3-amino-3-phenylpropionic acid (228 mg, 1.39 mmol) and potassium carbonate (347 mg, 2.52 mmol). The suspension was heated to 100° C. for 0.5 hour, and 4-methoxybenzylamine (180 μL, 1.39 mmol) was added, and heating continued for a further 3 hours. The suspension was cooled to room temperature, and partitioned between water and ethyl acetate. The aqueous layer was acidified with dilute hydrochloric acid (pH<4),... Starting materials: O=C(c1ccccc1C(F)(F)F)N1CCNCC1, CC(C)(O)CCNC(=O)c1ccc(Cl)nn1. Product: CC(C)(O)CCNC(=O)c1ccc(N2CCN(C(=O)c3ccccc3C(F)(F)F)CC2)nn1. As a reaction SMILES: [N:17]1([C:23](=[O:24])[c:25]2[c:26]([C:31]([F:32])([F:33])[F:34])[cH:27][cH:28][cH:29][cH:30]2)[CH2:18][CH2:19][NH:20][CH2:21][CH2:22]1.[OH:1][C:2]([CH2:3][CH2:4][NH:5][C:6](=[O:7])[c:8]1[n:9][n:10][c:11]([Cl:14])[cH:12][cH:13]1)([CH3:15])[CH3:16]>>[OH:1][C:2]([CH2:3][CH2:4][NH:5][C:6](=[O:7])[c:8]1[n:9][n:10][c:11]([N:20]2[CH2:19][CH2:18][N:17]([C:23](=[O:24])[c:25]3[c:26]([C:31]([F:32])([F:33])[F:34])[cH:27][cH:28][cH:29][cH:30]3)[CH2:22][CH2:21]2)[cH:12][cH:13]1)([CH3:15])[CH3:16]. Starting materials: OC(C#CC1=CC=C(S1)C=1SC=CC1)CO (5-(3,4-dihydroxy-1-butynyl)-2,2-bithiophene), C(CCCCCCCCCCCCCCCCC)(=O)Cl (stearoyl chloride), diester, monoesters. Solvent: ClCCl (dichloromethane), N1=CC=CC=C1 (pyridine), ClCCl (dichloromethane). Conditions: time 2 day. The product is C(CCCCCCCCCCCCCCCCC)OC(C#CC1=CC=C(S1)C=1SC=CC1)COCCCCCCCCCCCCCCCCCC (5-(3,4-distearyloxy-1-butynyl)-2,2'-bithiophene). Reaction SMILES: [OH:1][CH:2]([CH2:15][OH:16])[C:3]#[C:4][C:5]1[S:9][C:8]([C:10]2[S:11][CH:12]=[CH:13][CH:14]=2)=[CH:7][CH:6]=1.[C:17](Cl)(=O)[CH2:18][CH2:19][CH2:20][CH2:21][CH2:22][CH2:23][CH2:24][CH2:25][CH2:26][CH2:27][CH2:28][CH2:29][CH2:30][CH2:31][CH2:32][CH2:33][CH3:34]>ClCCl.N1C=CC=CC=1>[CH2:17]([O:1][CH:2]([CH2:15][O:16][CH2:34][CH2:33][CH2:32][CH2:31][CH2:30][CH2:29][CH2:28][CH2:27][CH2:26][CH2:25][CH2:24][CH2:23][CH2:22][CH2:21][CH2:20][CH2:19][CH2:18][CH3:17])[C:3]#[C:4][C:5]1[S:9][C:8]([C:10]2[S:11][CH:12]=[CH:13][CH:14]=2)=[CH:7][CH:6]=1)[CH2:18][CH2:19][CH2:20][CH2:21][CH2:22][CH2:23][CH2:24][CH2:25][CH2:26][CH2:27][CH2:28][CH2:29][CH2:30][CH2:31][CH2:32][CH2:33][CH3:34]. Procedure details: 170 mg (0.68 mmole) of 5-(3,4-dihydroxy-1-butynyl)-2,2-bithiophene was dissolved in a mixture of 10 ml of dichloromethane and 0.2 ml of pyridine. 0.7 g of stearoyl chloride dissolved in 10 ml of dichloromethane was then dropped into the reaction mixture in ice bath. This reaction solution was stirred for 2 days. It was monitored by thin layer chromatography to determine if there were 3 products obtained, i.e. a mixture of 1 diester and 2 monoesters. The reactants are [Br-].C(=O)(O)CCCCC[P+](C1=CC=CC=C1)(C1=CC=CC=C1)C1=CC=CC=C1 (5-carboxypentyltriphenylphosphonium bromide), C(C)OC1=CC=C(C=O)C=C1 (p-ethoxybenzaldehyde). Run in C1CCOC1 (THF). The product is C(C)OC1=CC=C(C=C1)C=CCCCCC(=O)O (7-(p-Ethoxyphenyl)-6-heptenoic acid). Isolated yield 64.0%. RXN SMILES: [Br-].[C:2]([CH2:5][CH2:6][CH2:7][CH2:8][CH2:9][P+](C1C=CC=CC=1)(C1C=CC=CC=1)C1C=CC=CC=1)([OH:4])=[O:3].[CH2:29]([O:31][C:32]1[CH:39]=[CH:38][C:35]([CH:36]=O)=[CH:34][CH:33]=1)[CH3:30]>C1COCC1>[CH2:29]([O:31][C:32]1[CH:39]=[CH:38][C:35]([CH:36]=[CH:9][CH2:8][CH2:7][CH2:6][CH2:5][C:2]([OH:4])=[O:3])=[CH:34][CH:33]=1)[CH3:30] |f:0.1|. Reported procedure: This compound was synthesized from 5-carboxypentyltriphenylphosphonium bromide (9.50 g, 20 mmol) and p-ethoxybenzaldehyde (3.00 g, 20 mmol) in THF (100 mL) by a Wittig reaction. Crystallization (hexanes-ethyl acetate) afforded the product (3.18 g, 64%) as white crystals (mp 62-63° C.), IR: 3450-2500, 1720 cm-1 ; 1H-NMR: 1.40 (t, 3H), 1.50 (m, 2H), 1.70 (m, 2H), 2.38 (m, 4H), 4.00 (q, 2H), 5.72+6.05 (m, 1H), 6.32 (t, 1H), 7.05 (q, 4H), 10.10 (bs, 1H). Anal. Calcd. for C15H20O3 : C, 72.55, H, 8.12...